From a dataset of the Open Reaction Database (ORD), a public repository of structured organic reaction records. describe an organic reaction: reactants, conditions, products, and yield Reactants: ClC=1C=C(C(=O)NC(C(=O)O)(C)C2=CC=C(C=C2)C)C=CC1 (2-(m-chlorobenzamido)-2-(p-tolyl)propionic acid). Solvent: C(C)(=O)OC(C)=O (acetic anhydride). Product: ClC=1C=C(C=CC1)C=1OC(C(N1)(C1=CC=C(C=C1)C)C)=O (2-(m-chlorophenyl)-4-methyl-4-(p-tolyl)-oxazolin-5-one). Isolated yield 80.3%. Reaction SMILES: [Cl:1][C:2]1[CH:3]=[C:4]([CH:20]=[CH:21][CH:22]=1)[C:5]([NH:7][C:8]([C:13]1[CH:18]=[CH:17][C:16]([CH3:19])=[CH:15][CH:14]=1)([CH3:12])[C:9]([OH:11])=[O:10])=O>C(OC(=O)C)(=O)C>[Cl:1][C:2]1[CH:3]=[C:4]([C:5]2[O:10][C:9](=[O:11])[C:8]([CH3:12])([C:13]3[CH:18]=[CH:17][C:16]([CH3:19])=[CH:15][CH:14]=3)[N:7]=2)[CH:20]=[CH:21][CH:22]=1. Procedure: 3.17 g (0.01M) of 2-(m-chlorobenzamido)-2-(p-tolyl)propionic acid was dissolved in 30 ml of acetic anhydride and the resulting solution was heated for 1 hr with reflux. The reaction solution was cooled and distilled out acetic anhydride in vacuo. The residue was subjected to chromatography, to give 2.4 g of the object compound, pure oily compound: 80 % Yield.